Task: describe an organic reaction: reactants, conditions, products, and yield. Dataset: the Open Reaction Database (ORD), a public repository of structured organic reaction records Starting materials: C1(CC1)OC=1C(=C(C(=O)O)C=CC1)[N+](=O)[O-] (3-cyclopropoxy-2-nitrobenzoic acid). Reagents/catalysts: [Pd] (Pd/C). Solvent: CO (methanol). The product is NC1=C(C(=O)O)C=CC=C1OC1CC1 (2-amino-3-cyclopropoxybenzoic acid). Yield: 98.6%. Reaction SMILES: [CH:1]1([O:4][C:5]2[C:6]([N+:14]([O-])=O)=[C:7]([CH:11]=[CH:12][CH:13]=2)[C:8]([OH:10])=[O:9])[CH2:3][CH2:2]1>[Pd].CO>[NH2:14][C:6]1[C:5]([O:4][CH:1]2[CH2:2][CH2:3]2)=[CH:13][CH:12]=[CH:11][C:7]=1[C:8]([OH:10])=[O:9]. Reported procedure: A 50 mL round bottom flask was charged with 3-cyclopropoxy-2-nitrobenzoic acid (205 mg, 0.919 mmol), 10% Pd/C (25 mg, 0.919 mmol) and methanol (6 mL). The flask was vacuum flushed with nitrogen (3×) followed by a vacuum flush with a hydrogen balloon (3×). The resulting suspension was stirred under a balloon of hydrogen at room temperature over night. The solution was filtered through CELITE®, washing with methanol, and the filtrate was concentrated to provide reddish oil. The crude material was ... The reactants are C1(=CC=CC=C1)N1N=CC(=C1C(F)(F)F)C1=C2C(=NO1)C1=CC=C(C=C1CC2)C=O (3-(1-phenyl-5-(trifluoromethyl)-1H-pyrazol-4-yl)-4,5-dihydronaphtho[1,2-c]isoxazole-7-carbaldehyde), C1(CCCCC1)C1=C(C=C(C=C1)C1=C2C(=NO1)C1=CC=C(C=C1CC2)C=C)C(F)(F)F (3-(4-cyclohexyl-3-(trifluoromethyl)phenyl)-7-vinyl-4,5-dihydronaphtho[1,2-c]isoxazole). Product: C1(CCCCC1)C1=C(C=C(C=C1)C1=C2C(=NO1)C1=CC=C(C=C1CC2)C=O)C(F)(F)F (3-(4-cyclohexyl-3-(trifluoromethyl)phenyl)-4,5-dihydronaphtho[1,2-c]isoxazole-7-carbaldehyde). Reaction SMILES: C1(N2C(C(F)(F)F)=C(C3[O:20]N=C4C5C(CCC=34)=CC(C=O)=CC=5)C=N2)C=CC=CC=1.[CH:31]1([C:37]2[CH:42]=[CH:41][C:40]([C:43]3[O:47][N:46]=[C:45]4[C:48]5[C:53]([CH2:54][CH2:55][C:44]=34)=[CH:52][C:51]([CH:56]=C)=[CH:50][CH:49]=5)=[CH:39][C:38]=2[C:58]([F:61])([F:60])[F:59])[CH2:36][CH2:35][CH2:34][CH2:33][CH2:32]1>>[CH:31]1([C:37]2[CH:42]=[CH:41][C:40]([C:43]3[O:47][N:46]=[C:45]4[C:48]5[C:53]([CH2:54][CH2:55][C:44]=34)=[CH:52][C:51]([CH:56]=[O:20])=[CH:50][CH:49]=5)=[CH:39][C:38]=2[C:58]([F:59])([F:60])[F:61])[CH2:32][CH2:33][CH2:34][CH2:35][CH2:36]1. Procedure: The titled compound was prepared using the experimental protocol described for Preparation 89B employing 3-(4-cyclohexyl-3-(trifluoromethyl)phenyl)-7-vinyl-4,5-dihydronaphtho[1,2-c]isoxazole (118D) as a starting material. The compound had an HPLC retention time=4.43 min. (condition C); LC/MS M+1=426.2. The reactants are CC(C)(C)OC(=O)Nc1ccc(-c2ccccc2)cc1NC(=O)CC(=O)c1ccsc1, ClCCl, O=C(O)C(F)(F)F. Product: O=C1CC(c2ccsc2)=Nc2ccc(-c3ccccc3)cc2N1. As a reaction SMILES: [C:1]([O:2][C:3](=[O:4])[NH:7][c:8]1[c:9]([NH:20][C:21]([CH2:22][C:23](=[O:5])[c:24]2[cH:25][s:26][cH:27][cH:28]2)=[O:30])[cH:10][c:11](-[c:14]2[cH:15][cH:16][cH:17][cH:18][cH:19]2)[cH:12][cH:13]1)([CH3:6])([CH3:29])[CH3:31].[Cl:39][CH2:40][Cl:41].[F:32][C:33]([F:34])([F:35])[C:36]([OH:37])=[O:38]>>[N:7]1=[C:23]([c:24]2[cH:25][s:26][cH:27][cH:28]2)[CH2:22][C:21](=[O:30])[NH:20][c:9]2[c:8]1[cH:13][cH:12][c:11](-[c:14]1[cH:15][cH:16][cH:17][cH:18][cH:19]1)[cH:10]2. Starting materials: ice water, ClCC(=O)NC=1C=NC(=CC1)C(N)=NO (2-Chloro-N-(6-(N′-hydroxycarbamimidoyl)pyridin-3-yl)acetamide), ClCC(=O)Cl (chloroacetyl chloride), N (ammonia). Product: ClCC(=O)NC=1C=NC(=CC1)C1=NOC(=N1)CCl (2-Chloro-N-[6-(5-(chloromethyl)-1,2,4-oxadiazol-3-yl)pyridin-3-yl]acetamide). As a reaction SMILES: [Cl:1][CH2:2][C:3]([NH:5][C:6]1[CH:7]=[N:8][C:9]([C:12](=[N:14][OH:15])[NH2:13])=[CH:10][CH:11]=1)=[O:4].N.[Cl:17][CH2:18][C:19](Cl)=O>>[Cl:1][CH2:2][C:3]([NH:5][C:6]1[CH:7]=[N:8][C:9]([C:12]2[N:13]=[C:19]([CH2:18][Cl:17])[O:15][N:14]=2)=[CH:10][CH:11]=1)=[O:4]. Procedure details: Compound of example 4 (0.500 g, 2.18 mmol) was heated in chloroacetyl chloride (2 mL) at a temperature in the range of 100-110° C. for 4 hours. The reaction mixture was cooled, poured over ice water, basified With ammonia solution, and extracted with ethyl acetate (3×60 mL). The organic layer was washed with brine, dried over sodium sulfate and concentrated. The crude product obtained was purified over silica gel using ethyl acetate/petroleum ether (35%-50%) as eluent, and the pure fractions wer... Reactants: C=C(C)c1ccc(S(C)(=O)=O)cc1N, CCCc1ccc(S(C)(=O)=O)cc1N. Product: CC(C)c1ccc(S(C)(=O)=O)cc1N. As a reaction SMILES: [C:15](=[CH2:16])([CH3:17])[c:18]1[c:19]([NH2:20])[cH:21][c:22]([S:25](=[O:26])(=[O:27])[CH3:28])[cH:23][cH:24]1.[CH3:1][S:2]([c:3]1[cH:4][cH:5][c:6]([CH2:7][CH2:8][CH3:9])[c:10]([NH2:12])[cH:11]1)(=[O:13])=[O:14]>>[CH:15]([CH3:16])([CH3:17])[c:18]1[c:19]([NH2:20])[cH:21][c:22]([S:25](=[O:26])(=[O:27])[CH3:28])[cH:23][cH:24]1. Starting materials: two, [Cl-].[Na+] (sodium chloride), ice, Cl (hydrochloric acid), six, ClC=1C=CC(=NC1)C(=O)OC(C)CC (2-butyl 5-chloropyridine-2-carboxylate), C(CN)N (ethylene diamine), two. Solvent: C(Cl)Cl (methylene chloride), C(Cl)Cl (methylene chloride), COC(C)(C)C (t-butyl methyl ether). Product: Cl.NCCNC(=O)C1=NC=C(C=C1)Cl (N-(2-aminoethyl)-5-chloropyridine-2-carboxamide hydrochloride). As a reaction SMILES: [Cl:1][C:2]1[CH:3]=[CH:4][C:5]([C:8]([O:10]C(CC)C)=O)=[N:6][CH:7]=1.[CH2:15]([NH2:18])[CH2:16][NH2:17].[Cl-].[Na+].Cl>COC(C)(C)C.C(Cl)Cl>[ClH:1].[NH2:17][CH2:16][CH2:15][NH:18][C:8]([C:5]1[CH:4]=[CH:3][C:2]([Cl:1])=[CH:7][N:6]=1)=[O:10] |f:2.3,7.8|. Procedure details: A 10 liter four-necked sulphonation flask, equipped with a mechanical stirrer, thermometer and gas inlet arrangement, is charged under argon with 692 g (3.2 mol) of 2-butyl 5-chloropyridine-2-carboxylate and 7 l of ethylene diamine and the clear solution obtained is stirred, whereby the internal temperature rises slowly from 22° to a maximum of 30° during the stirring. The course of the reaction is followed by gas chromatography. After a reaction period of 3 hours (the internal temperature still... Starting materials: BrCC(=O)C12CC3CC(CC(C1)C3)C2 (1-adamantyl bromomethyl ketone), CN(CCCCCCCCCCCCCC)C (dimethyltetradecylamine). Solvent: CC(=O)C (acetone). Product: [Br-].C12(CC3CC(CC(C1)C3)C2)C(=O)C[N+](CCCCCCCCCCCCCC)(C)C (1-adamantylcarbonylmethyldimethyltetradecylammonium bromide). Yield: 84.2%. RXN SMILES: [Br:1][CH2:2][C:3]([C:5]12[CH2:14][CH:9]3[CH2:10][CH:11]([CH2:13][CH:7]([CH2:8]3)[CH2:6]1)[CH2:12]2)=[O:4].[CH3:15][N:16]([CH3:31])[CH2:17][CH2:18][CH2:19][CH2:20][CH2:21][CH2:22][CH2:23][CH2:24][CH2:25][CH2:26][CH2:27][CH2:28][CH2:29][CH3:30]>CC(C)=O>[Br-:1].[C:5]12([C:3]([CH2:2][N+:16]([CH3:15])([CH3:31])[CH2:17][CH2:18][CH2:19][CH2:20][CH2:21][CH2:22][CH2:23][CH2:24][CH2:25][CH2:26][CH2:27][CH2:28][CH2:29][CH3:30])=[O:4])[CH2:14][CH:9]3[CH2:10][CH:11]([CH2:13][CH:7]([CH2:8]3)[CH2:6]1)[CH2:12]2 |f:3.4|. Reported procedure: A mixture of 1.3g. (0.005 mole) 1-adamantyl bromomethyl ketone and 1.23g (0.005 mole) dimethyltetradecylamine was solubilized by the addition of 30cc acetone. The next day the solidified mixture was washed with ether and recrystallized from ethyl acetate to yield 2.1g white crystals, m.p. 134°-135.5°. The reactants are CC([O-])=S, CC(C)CC1C(OS(C)(=O)=O)CC(=O)N1Cc1ccc(Oc2ccccc2)cc1, [K+]. Product: CC(=O)SC1CC(=O)N(Cc2ccc(Oc3ccccc3)cc2)C1CC(C)C. RXN SMILES: [C:30]([CH3:31])(=[S:32])[O-:33].[CH2:1]([CH:2]([CH3:3])[CH3:4])[CH:5]1[CH:6]([O:25][S:26]([CH3:27])(=[O:28])=[O:29])[CH2:7][C:8](=[O:24])[N:9]1[CH2:10][c:11]1[cH:12][cH:13][c:14]([O:17][c:18]2[cH:19][cH:20][cH:21][cH:22][cH:23]2)[cH:15][cH:16]1.[K+:34]>>[CH2:1]([CH:2]([CH3:3])[CH3:4])[CH:5]1[CH:6]([S:32][C:30]([CH3:31])=[O:33])[CH2:7][C:8](=[O:24])[N:9]1[CH2:10][c:11]1[cH:12][cH:13][c:14]([O:17][c:18]2[cH:19][cH:20][cH:21][cH:22][cH:23]2)[cH:15][cH:16]1. The reactants are BrC1=CC=C(C(=C1)NC1=CC=CC=C1)N (5-bromo-N1-phenylbenzene-1,2-diamine), CC=1C=CC(=CC1)S(=O)(=O)O.O (TsOH.H2O). Solvent: C(OC)(OC)OC (HC(OMe)3). Run at temperature 100 celsius, time 4 hour. The product is BrC=1C=CC2=C(N(C=N2)C2=CC=CC=C2)C1 (6-bromo-1-phenyl-1H-benzo[d]imidazole). Reaction SMILES: [Br:1][C:2]1[CH:7]=[C:6]([NH:8][C:9]2[CH:14]=[CH:13][CH:12]=[CH:11][CH:10]=2)[C:5]([NH2:15])=[CH:4][CH:3]=1.[CH3:16]C1C=CC(S(O)(=O)=O)=CC=1.O>C(OC)(OC)OC>[Br:1][C:2]1[CH:3]=[CH:4][C:5]2[N:15]=[CH:16][N:8]([C:9]3[CH:14]=[CH:13][CH:12]=[CH:11][CH:10]=3)[C:6]=2[CH:7]=1 |f:1.2|. Procedure details: To a solution of 5-bromo-N1-phenylbenzene-1,2-diamine (650 mg, 2.47 mmol) in HC(OMe)3 (15 mL) was added TsOH.H2O (38 mg, 0.2 mmol). The mixture was stirred at 100° C. for 4 h. Upon completion, the reaction solution was concentrated, the residue was extracted with EtOAc and washed with water. The organic layer was concentrated to give the crude 6-bromo-1-phenyl-1H-benzo[d]imidazole which was used in next step without further purification. LCMS (m/z): 273.1/274.1 [M+H]+/[M+2H]+ The reactants are [N-]=C=O (isocyanate), methyl ester, NC(CCSC)C(=O)O (dl-methionine), N1=CC=CC=C1 (pyridine), NCCC(=O)O (β-alanine). The solvent is CO (methanol). Product: C(=O)(O)CCN1C(NC(C1=O)CCSC)=O (3-carboxyethyl-5-methylthioethyl hydantoin). As a reaction SMILES: [N-:1]=[C:2]=[O:3].[NH2:4][CH:5]([C:10]([OH:12])=O)[CH2:6][CH2:7][S:8][CH3:9].N1C=CC=CC=1.N[CH2:20][CH2:21][C:22]([OH:24])=[O:23]>CO>[C:22]([CH2:21][CH2:20][N:1]1[C:10](=[O:12])[CH:5]([CH2:6][CH2:7][S:8][CH3:9])[NH:4][C:2]1=[O:3])([OH:24])=[O:23]. Procedure details: 189 g (1 mole) of the isocyanate derivative of the methyl ester of dl-methionine are poured slowly into a pyridine solution of β-alanine (89 g, 1 mole). The reaction takes place spontaneously, accompanied by the elimination of methanol. The reaction medium is then concentrated to dryness under reduced pressure. The residue is purified by recrystallisation from dichlorethane.